From a dataset of the Open Reaction Database (ORD), a public repository of structured organic reaction records. describe an organic reaction: reactants, conditions, products, and yield The reactants are CN([SiH](C)C)[Si](C)(C)C, COc1c(O)ccc(C)c1C, Cc1ccccc1, CCOC(=O)C(Cl)C(C)=O, [K]. Yields the product COc1c(O[Si](C)(C)C)ccc(C)c1C. RXN SMILES: [CH3:12][SiH:13]([CH3:14])[N:19]([Si:15]([CH3:16])([CH3:17])[CH3:18])[CH3:20].[CH3:1][c:2]1[c:3]([O:10][CH3:11])[c:4]([OH:9])[cH:5][cH:6][c:7]1[CH3:8].[CH3:32][c:33]1[cH:34][cH:35][cH:36][cH:37][cH:38]1.[Cl:22][CH:23]([C:24]([CH3:25])=[O:26])[C:27]([O:28][CH2:29][CH3:30])=[O:31].[K:21]>>[CH3:1][c:2]1[c:3]([O:10][CH3:11])[c:4]([O:9][Si:15]([CH3:16])([CH3:17])[CH3:18])[cH:5][cH:6][c:7]1[CH3:8]. Starting materials: Cl (hydrochloric acid), [OH-].[Li+] (lithium hydroxide), COC=1C=C2CCN(C(C2=CC1)C(=O)OCC)C(=O)OC(C)(C)C (1-ethyl 2-tert-butyl 6-methoxy-3,4-dihydroisoquinoline-1,2(1H)-dicarboxylate), CCO (EtOH). Run in C1CCOC1 (THF), O (water). Conditions: time 2 hour. Yields the product C(C)(C)(C)OC(=O)N1C(C2=CC=C(C=C2CC1)OC)C(=O)O (2-(tert-butoxycarbonyl)-6-methoxy-1,2,3,4-tetrahydroisoquinoline-1-carboxylic acid). The yield is 100.7%. RXN SMILES: [OH-].[Li+].[CH3:3][O:4][C:5]1[CH:6]=[C:7]2[C:12](=[CH:13][CH:14]=1)[CH:11]([C:15]([O:17]CC)=[O:16])[N:10]([C:20]([O:22][C:23]([CH3:26])([CH3:25])[CH3:24])=[O:21])[CH2:9][CH2:8]2.CCO.Cl>O.C1COCC1>[C:23]([O:22][C:20]([N:10]1[CH2:9][CH2:8][C:7]2[C:12](=[CH:13][CH:14]=[C:5]([O:4][CH3:3])[CH:6]=2)[CH:11]1[C:15]([OH:17])=[O:16])=[O:21])([CH3:26])([CH3:24])[CH3:25] |f:0.1|. Procedure: 2N Aqueous lithium hydroxide solution (73.6 mL, 147.23 mmol) was added to a solution of 1-ethyl 2-tert-butyl 6-methoxy-3,4-dihydroisoquinoline-1,2(1H)-dicarboxylate (8.23 g, 24.54 mmol) in a mixed solvent of EtOH (35 mL) and THF (35 mL) at room temperature, and the mixture was stirred for 2 hr. To the reaction mixture was added water, the pH of the mixture was adjusted to 3 with 2N hydrochloric acid, and the mixture was extracted with ethyl acetate (×3). The organic layer was washed with brine, ...